describe an organic reaction: reactants, conditions, products, and yield From a dataset of the Open Reaction Database (ORD), a public repository of structured organic reaction records. The reactants are O=C1CC[C@H](N1C(=O)OC)C(=O)OC (dimethyl(2S)-5-oxopyrrolidine-1,2-dicarboxylate), C(C)[BH-](CC)CC.[Li+] (lithium triethylborohydride), O.C1(=CC=C(C=C1)S(=O)(=O)O)C (para-toluenesulfonic acid hydrate). Run in C([O-])(O)=O.[Na+] (sodium bicarbonate), O1CCCC1 (tetrahydrofuran). Run at temperature -78 celsius, time 30 minute. Product: COC1CC[C@H](N1C(=O)OC)C(=O)OC (dimethyl(2S)-5-methoxypyrrolidine-1,2-dicarboxylate). As a reaction SMILES: [O:1]=[C:2]1[N:6]([C:7]([O:9][CH3:10])=[O:8])[C@H:5]([C:11]([O:13][CH3:14])=[O:12])[CH2:4][CH2:3]1.[CH2:15]([BH-](CC)CC)C.[Li+].O.C1(C)C=CC(S(O)(=O)=O)=CC=1>O1CCCC1.C(=O)(O)[O-].[Na+]>[CH3:15][O:1][CH:2]1[N:6]([C:7]([O:9][CH3:10])=[O:8])[C@H:5]([C:11]([O:13][CH3:14])=[O:12])[CH2:4][CH2:3]1 |f:1.2,3.4,6.7|. Procedure details: To a cold solution (−78° C.) of dimethyl(2S)-5-oxopyrrolidine-1,2-dicarboxylate (5.80 g, 28.8 mmol) in tetrahydrofuran (100 mL) was added a solution of lithium triethylborohydride (1 M in THF, 35 mL, 35 mmol) dropwise via syringe over 10 minutes. The resulting solution was stirred at −78° C. for 30 minutes, quenched by the careful addition of saturated sodium bicarbonate solution (50 mL), allowed to warm to 0° C. and 30% hydrogen peroxide (6 mL) was carefully added dropwise. The mixture was stir...